Dataset: the Open Reaction Database (ORD), a public repository of structured organic reaction records. Task: describe an organic reaction: reactants, conditions, products, and yield Reactants: BrCC(=O)C1=CC(=C(C(=C1)C(C)(C)C)O)C(C)(C)C (2-bromo-1-(3,5-di-tert.butyl-4-hydroxyphenyl)-ethanone), NN1C(NCC1=O)=S (1-Amino-2-thioxo-5-imidazolidinone). Run in glacial acelic acid. The product is Br.C(C)(C)(C)C=1C=C(C=C(C1O)C(C)(C)C)C1=NN2C(SC1)=NCC2=O (3-(3,5-Di-tert.butyl-4-hydroxyphenyl)-6-oxo-6,7-dihydro-2H-imidazo[2,1-b][1,3,4]thiadiazine hydrobromide). Reaction SMILES: [Br:1][CH2:2][C:3]([C:5]1[CH:10]=[C:9]([C:11]([CH3:14])([CH3:13])[CH3:12])[C:8]([OH:15])=[C:7]([C:16]([CH3:19])([CH3:18])[CH3:17])[CH:6]=1)=O.[NH2:20][N:21]1[C:25](=[O:26])[CH2:24][NH:23][C:22]1=[S:27]>>[BrH:1].[C:11]([C:9]1[CH:10]=[C:5]([C:3]2[CH2:2][S:27][C:22]3=[N:23][CH2:24][C:25](=[O:26])[N:21]3[N:20]=2)[CH:6]=[C:7]([C:16]([CH3:19])([CH3:18])[CH3:17])[C:8]=1[OH:15])([CH3:14])([CH3:13])[CH3:12] |f:2.3|. Procedure: 34.4 g (0.11 mol) of 2-bromo-1-(3,5-di-tert.butyl-4-hydroxyphenyl)-ethanone from Example 1(a) and 13.8 g (0.11 mol) of 1-amino-2-thioxo-5-imidazolidinone from step (a) were heated at 90° C. for 30 minutes in 300 ml of glacial acelic acid. After cooling, the precipitate was filtered off and washed with 250 ml of ethyl acetate, and the crystals were dried in vacuo over phosphorus pentoxide. Reactants: Clc1ccc(-c2cc(CBr)no2)s1, COC(=O)c1nc2cccnc2[nH]1, [H-], [Na+], CN(C)C=O, O. As a reaction SMILES: [Br:16][CH2:17][c:18]1[n:19][o:20][c:21](-[c:23]2[s:24][c:25]([Cl:28])[cH:26][cH:27]2)[cH:22]1.[CH3:1][O:2][C:3](=[O:4])[c:5]1[n:6][c:7]2[c:8]([n:9][cH:10][cH:11][cH:12]2)[nH:13]1.[H-:14].[Na+:15].[O:30]=[CH:31][N:32]([CH3:33])[CH3:34].[OH2:29]>>[CH3:1][O:2][C:3](=[O:4])[c:5]1[n:6][c:7]2[c:8]([n:9][cH:10][cH:11][cH:12]2)[n:13]1[CH2:17][c:18]1[n:19][o:20][c:21](-[c:23]2[s:24][c:25]([Cl:28])[cH:26][cH:27]2)[cH:22]1. The product is COC(=O)c1nc2cccnc2n1Cc1cc(-c2ccc(Cl)s2)on1. Starting materials: C([O-])([O-])=O.[Na+].[Na+] (sodium carbonate), COC(=O)CCC1=CC=C(C=C1)N1C(N(CC1)C1CCNCC1)=O (1-[4-(2-methoxycarbonyl-ethyl)-phenyl]-3-(4-piperidinyl)-imidazolidin-2-one), Br.C(C)SC(N)=N (S-ethylisothiourea-hydrobromide). The solvent is CN(C=O)C (dimethylformamide). Product: C(N)(=N)N1CCC(CC1)N1C(N(CC1)C1=CC=C(C=C1)CCC(=O)OC)=O (1-(1-Amidino-4-piperidinyl)-3-[4-(2-methoxycarbonyl-ethyl)-phenyl]-imidazolidin-2-one). RXN SMILES: [CH3:1][O:2][C:3]([CH2:5][CH2:6][C:7]1[CH:12]=[CH:11][C:10]([N:13]2[CH2:17][CH2:16][N:15]([CH:18]3[CH2:23][CH2:22][NH:21][CH2:20][CH2:19]3)[C:14]2=[O:24])=[CH:9][CH:8]=1)=[O:4].Br.C(S[C:29](=[NH:31])[NH2:30])C.C(=O)([O-])[O-].[Na+].[Na+]>CN(C)C=O>[C:29]([N:21]1[CH2:22][CH2:23][CH:18]([N:15]2[CH2:16][CH2:17][N:13]([C:10]3[CH:11]=[CH:12][C:7]([CH2:6][CH2:5][C:3]([O:2][CH3:1])=[O:4])=[CH:8][CH:9]=3)[C:14]2=[O:24])[CH2:19][CH2:20]1)(=[NH:30])[NH2:31] |f:1.2,3.4.5|. Reported procedure: Prepared from 1-[4-(2-methoxycarbonyl-ethyl)-phenyl]-3-(4-piperidinyl)-imidazolidin-2-one and S-ethylisothiourea-hydrobromide by heating to 100° C. for four hours in dimethylformamide in the presence of sodium carbonate. Reactants: O1C(CCCC1)OC(C)CC(COCCC)OC(C)=O (2-tetrahydropyranyloxy-4-acetoxy-5-propoxypentane), CO (methanol), Cl (hydrochloric acid), C(C)(=O)OCC (ethyl acetate). Solvent: O (H2O). Run at time 1 hour. The product is C(C)(=O)OC(CCCO)COCCC (4-Acetoxy-5-propoxy-1-pentanol). Reaction SMILES: O1CCCCC1O[CH:8]([CH2:10][CH:11]([O:17][C:18](=[O:20])[CH3:19])[CH2:12][O:13][CH2:14][CH2:15][CH3:16])[CH3:9].CO.Cl.C(OCC)(=[O:26])C>O>[C:18]([O:17][CH:11]([CH2:12][O:13][CH2:14][CH2:15][CH3:16])[CH2:10][CH2:8][CH2:9][OH:26])(=[O:20])[CH3:19]. Procedure details: A mixture of 1-(2-tetrahydropyranyloxy-4-acetoxy-5-propoxypentane (11.5 g., 0.42 mole), methanol (700 ml.), concentrated hydrochloric acid (3 ml.) and ethyl acetate (70 ml.) is stirred at room temperature for 1 hour. The reaction mixture is poured into cold H2O (1500 ml.) and the organic layer is extracted with ether. The combined extracts are washed with saturated sodium bicarbonate solution, then brine, and dried over anhydrous magnesium sulfate. The solvent is removed under vacuum and the res... The reactants are C(C)(C)N(CC)C(C)C (Diisopropylethylamine), O.ON1N=NC2=C1C=CC=C2 (1-hydroxyl benzotriazole monohydrate), C(C)C(C(=O)O)(CCN1C(C=C(C=C1)C1=CC=CC=C1)=O)S(=O)(=O)C (2-ethyl-2-(methylsulfonyl)-4-(2-oxo-4-phenylpyridin-1(2H)-yl)butanoic acid), 0-(tetrahydro-2H-pyran-2-yl)hydroxylamine, Cl.CN(CCCN=C=NCC)C (N-(3-dimethylaminopropyl)-N′-ethylcarbodiimide hydrochloride). Run in ClCCl (dichloromethane), O (Water). Reaction conditions: time 30 minute. The product is C(C)C(C(=O)NOC1OCCCC1)(CCN1C(C=C(C=C1)C1=CC=CC=C1)=O)S(=O)(=O)C (2-Ethyl-2-(methylsulfonyl)-4-(2-oxo-4-phenylpyridin-1(2H)-yl)-N-(tetrahydro-2H-pyran-2-yloxy)butanamide). Yield: 108.1%. As a reaction SMILES: C(N([CH:7]([CH3:9])[CH3:8])CC)(C)C.[OH2:10].[OH:11][N:12]1C2C=CC=CC=2N=N1.[CH2:21]([C:23]([S:42]([CH3:45])(=[O:44])=[O:43])([CH2:27][CH2:28][N:29]1[CH:34]=[CH:33][C:32]([C:35]2[CH:40]=[CH:39][CH:38]=[CH:37][CH:36]=2)=[CH:31][C:30]1=[O:41])[C:24]([OH:26])=O)[CH3:22].Cl.CN(C)CCCN=C=N[CH2:55][CH3:56]>ClCCl.O>[CH2:21]([C:23]([S:42]([CH3:45])(=[O:43])=[O:44])([CH2:27][CH2:28][N:29]1[CH:34]=[CH:33][C:32]([C:35]2[CH:40]=[CH:39][CH:38]=[CH:37][CH:36]=2)=[CH:31][C:30]1=[O:41])[C:24]([NH:12][O:11][CH:8]1[CH2:7][CH2:9][CH2:56][CH2:55][O:10]1)=[O:26])[CH3:22] |f:1.2,4.5|. Procedure details: Diisopropylethylamine (35 uL, 0.2 mmol, 2.1 equiv) and 1-hydroxyl benzotriazole monohydrate (27 mg, 0.18 mmol, 1.9 equiv) were added sequentially to a solution of 2-ethyl-2-(methylsulfonyl)-4-(2-oxo-4-phenylpyridin-1(2H)-yl)butanoic acid (34 mg, 0.09 mmol, 1.0 equiv) in dichloromethane (2 mL) at room temperature. After 30 min, 0-(tetrahydro-2H-pyran-2-yl)hydroxylamine (15 mg, 0.12 mmol, 1.3 equiv) and N-(3-dimethylaminopropyl)-N′-ethylcarbodiimide hydrochloride (26 mg, 0.13 mmol, 1.4 equiv) were... Reactants: OC=1C=C(C=O)C=CC1OC(F)F (3-hydroxy-4-(difluoromethoxy)-benzaldehyde), CO (MeOH), OOS(=O)[O-].[K+] (Oxone). Conditions: temperature 52.5 celsius. Yields the product COC(C1=CC(=C(C=C1)OC(F)F)O)=O (3-hydroxy-4-(difluoromethoxy)-benzoic acid methyl ester). The yield is 70.0%. As a reaction SMILES: [OH:1][C:2]1[CH:3]=[C:4]([CH:7]=[CH:8][C:9]=1[O:10][CH:11]([F:13])[F:12])[CH:5]=[O:6].OOS([O-])=O.[K+].[CH3:20][OH:21]>>[CH3:20][O:21][C:5](=[O:6])[C:4]1[CH:7]=[CH:8][C:9]([O:10][CH:11]([F:13])[F:12])=[C:2]([OH:1])[CH:3]=1 |f:1.2|. Procedure: 100 g of 3-hydroxy-4-(difluoromethoxy)-benzaldehyde (0.53 mol) were dissolved in MeOH (600 ml), solid Oxone® (325 g, 1.06 mol) was added portion-wise in 1 hour and solution was stirred and warmed to 50-55° C. for 2 hours. The solvent was concentrated under vacuum to 200 ml and water (1 L) was added. The resulting heterogeneous solution was stirred at 50 to 55° C., then toluene (500 ml) was added, and the biphasic mixture vigorously stirred. Aqueous phase was discharged and the organic one was wa... Starting materials: C(C1=CC=CC=C1)OC(=O)NCC(=O)NCCC[C@H](NC(=O)OC(C)(C)C)C(=O)NCCNC(=O)OC(C)(C)C (N5-{N-[(Benzyloxy)carbonyl]glycyl}-N2-(tert-butoxycarbonyl)-N-{2-[(tert-butoxycarbonyl)amino]ethyl}-L-ornithinamide). Reagents/catalysts: [Pd] (Pd/C). Run in C(C)O (ethanol). Product: NCC(=O)NCCC[C@H](NC(=O)OC(C)(C)C)C(=O)NCCNC(=O)OC(C)(C)C (N5-Glycyl-N2-(tert-butoxycarbonyl)-N-{2-[(tert-butoxycarbonyl)amino]ethyl}-L-ornithinamide). As a reaction SMILES: C(OC([NH:11][CH2:12][C:13]([NH:15][CH2:16][CH2:17][CH2:18][C@@H:19]([C:28]([NH:30][CH2:31][CH2:32][NH:33][C:34]([O:36][C:37]([CH3:40])([CH3:39])[CH3:38])=[O:35])=[O:29])[NH:20][C:21]([O:23][C:24]([CH3:27])([CH3:26])[CH3:25])=[O:22])=[O:14])=O)C1C=CC=CC=1>C(O)C.[Pd]>[NH2:11][CH2:12][C:13]([NH:15][CH2:16][CH2:17][CH2:18][C@@H:19]([C:28]([NH:30][CH2:31][CH2:32][NH:33][C:34]([O:36][C:37]([CH3:40])([CH3:39])[CH3:38])=[O:35])=[O:29])[NH:20][C:21]([O:23][C:24]([CH3:26])([CH3:27])[CH3:25])=[O:22])=[O:14]. Reported procedure: 1030 mg (1.82 mmol) of the compound from Example 263A are dissolved in 60 ml of ethanol, and 100 mg (0.09 mmol) of Pd/C (10%) are added. The mixture is hydrogenated under atmospheric pressure overnight and, after filtration through celite, the filtrate is concentrated in vacuo. The solid obtained in this way is reacted further without purification. As a reaction SMILES: [CH3:21][C:22](=[O:23])[OH:24].[CH3:9][c:10]1[cH:11][c:12]2[cH:13][cH:14][cH:15][cH:16][c:17]2[cH:18][c:19]1[CH3:20].[Cl:1][N:2]1[C:3](=[O:4])[CH2:5][CH2:6][C:7]1=[O:8]>>[Cl:1][c:18]1[c:17]2[c:12]([cH:11][c:10]([CH3:9])[c:19]1[CH3:20])[cH:13][cH:14][cH:15][cH:16]2. Reactants: CC(=O)O, Cc1cc2ccccc2cc1C, O=C1CCC(=O)N1Cl. The product is Cc1cc2ccccc2c(Cl)c1C. Starting materials: FC1=C2C(=C(C(=NC2=CC(=C1)F)N1CCNCC1)C)N1CC2(C3=NC=C(C=C31)N3CCOCC3)CCOCC2 (1′-(5,7-difluoro-3-methyl-2-(piperazin-1-yl)quinolin-4-yl)-6′-morpholino-1′,2,2′,3,5,6-hexahydrospiro[pyran-4,3′-pyrrolo[3,2-b]pyridine]), CN=C=O (methylisocyanate). The solvent is C(Cl)Cl (DCM). Reaction conditions: time 2.5 hour. Product: FC1=C2C(=C(C(=NC2=CC(=C1)F)N1CCN(CC1)C(=O)NC)C)N1CC2(C3=NC=C(C=C31)N3CCOCC3)CCOCC2 (4-(5,7-difluoro-3-methyl-4-(6′-morpholino-2,3,5,6-tetrahydrospiro[pyran-4,3′-pyrrolo[3,2-b]pyridine]-1′(2′H)-yl)quinolin-2-yl)-N-methylpiperazine-1-carboxamide). As a reaction SMILES: [F:1][C:2]1[CH:11]=[C:10]([F:12])[CH:9]=[C:8]2[C:3]=1[C:4]([N:20]1[C:28]3[C:23](=[N:24][CH:25]=[C:26]([N:29]4[CH2:34][CH2:33][O:32][CH2:31][CH2:30]4)[CH:27]=3)[C:22]3([CH2:39][CH2:38][O:37][CH2:36][CH2:35]3)[CH2:21]1)=[C:5]([CH3:19])[C:6]([N:13]1[CH2:18][CH2:17][NH:16][CH2:15][CH2:14]1)=[N:7]2.[CH3:40][N:41]=[C:42]=[O:43]>C(Cl)Cl>[F:1][C:2]1[CH:11]=[C:10]([F:12])[CH:9]=[C:8]2[C:3]=1[C:4]([N:20]1[C:28]3[C:23](=[N:24][CH:25]=[C:26]([N:29]4[CH2:30][CH2:31][O:32][CH2:33][CH2:34]4)[CH:27]=3)[C:22]3([CH2:35][CH2:36][O:37][CH2:38][CH2:39]3)[CH2:21]1)=[C:5]([CH3:19])[C:6]([N:13]1[CH2:18][CH2:17][N:16]([C:42]([NH:41][CH3:40])=[O:43])[CH2:15][CH2:14]1)=[N:7]2. Procedure: 1′-(5,7-difluoro-3-methyl-2-(piperazin-1-yl)quinolin-4-yl)-6′-morpholino-1′,2,2′,3,5,6-hexahydrospiro[pyran-4,3′-pyrrolo[3,2-b]pyridine] (50 mg, 0.093 mmol) was dissolved in DCM (5.0 mL), and treated with methylisocyanate (5.50 μL, 0.093 mmol) and the reaction was stirred at rt for 2.5 h. After this time the reaction was concentrated to dryness and the residue was purified using an SCX column (compound loaded in MeOH and using 2M ammonia in MeOH as eluent) to give 4-(5,7-difluoro-3-methyl-4-(6′-... Reactants: O1CCOC12CC(CCC2)CN2CCN(CC2)C2=NC=CC=C2 (1-(1,4-Dioxaspiro[4.5]dec-7-ylmethyl)-4-(2-pyridinyl)piperazine). Solvent: Cl (hydrochloric acid). Product: N1=C(C=CC=C1)N1CCN(CC1)CC1CC(CCC1)=O (3-[[4(2-Pyridinyl)piperazinyl]-methyl]cyclohexanone). Isolated yield 88.5%. As a reaction SMILES: O1[C:5]2([CH2:10][CH2:9][CH2:8][CH:7]([CH2:11][N:12]3[CH2:17][CH2:16][N:15]([C:18]4[CH:23]=[CH:22][CH:21]=[CH:20][N:19]=4)[CH2:14][CH2:13]3)[CH2:6]2)[O:4]CC1>Cl>[N:19]1[CH:20]=[CH:21][CH:22]=[CH:23][C:18]=1[N:15]1[CH2:16][CH2:17][N:12]([CH2:11][CH:7]2[CH2:8][CH2:9][CH2:10][C:5](=[O:4])[CH2:6]2)[CH2:13][CH2:14]1. Procedure: From 1-(1,4-dioxaspiro[4.5]dec-7-ylmethyl)-4-(2-pyridinyl)piperazine (Step B) (8.4 g) and 50 mL of 10% aqueous hydrochloric acid solution using the procedure of Example A, Step D is obtained 6.4 g of the title compound as a white solid; mp 86°-90° C.